Dataset: the Open Reaction Database (ORD), a public repository of structured organic reaction records. Task: describe an organic reaction: reactants, conditions, products, and yield Starting materials: CN(C)C=O, [Cl-], Nc1nc2cccc([N+](=O)[O-])c2s1, CC(C)(C)ON=O, O. Yields the product O=[N+]([O-])c1cccc2nc(Cl)sc12. RXN SMILES: [CH3:23][N:24]([CH3:25])[CH:26]=[O:27].[Cl-:14].[N+:1](=[O:2])([O-:3])[c:4]1[cH:5][cH:6][cH:7][c:8]2[n:9][c:10]([NH2:13])[s:11][c:12]12.[N:15]([O:16][C:17]([CH3:18])([CH3:19])[CH3:20])=[O:21].[OH2:22]>>[N+:1](=[O:2])([O-:3])[c:4]1[cH:5][cH:6][cH:7][c:8]2[n:9][c:10]([Cl:14])[s:11][c:12]12. Starting materials: CN(C=O)C (N,N-dimethylformamide), NC1=C(C=C(C(=N1)N1C=C(C(C2=CC(=C(C(=C12)Cl)F)F)=O)C(=O)O)C)F (1-(6-amino-5-fluoro-3-methylpyridine-2-yl)-8-chloro-6,7-difluoro-4-oxo-1,4-dihydroquinoline-3-carboxylic acid), Cl.Cl.CNC1CNC1 (3-(methylamino)azetidine dihydrochloride), CN1CCCC1 (N-methylpyrrolidine). The solvent is C(C)O (ethanol). Conditions: temperature 85 celsius, time 45 minute. Yields the product CNC1CN(C1)C1=C(C=C2C(C(=CN(C2=C1Cl)C1=NC(=C(C=C1C)F)N)C(=O)O)=O)F (7-[3-(methylamino)azetidine-1-yl]-1-(6-amino-5-fluoro-3-methylpyridine-2-yl)-8-chloro-6-fluoro-4-oxo-1,4-dihydroquinoline-3-carboxylic acid). Isolated yield 68.2%. Reaction SMILES: CN(C)C=O.[NH2:6][C:7]1[N:12]=[C:11]([N:13]2[C:22]3[C:17](=[CH:18][C:19]([F:25])=[C:20](F)[C:21]=3[Cl:23])[C:16](=[O:26])[C:15]([C:27]([OH:29])=[O:28])=[CH:14]2)[C:10]([CH3:30])=[CH:9][C:8]=1[F:31].Cl.Cl.[CH3:34][NH:35][CH:36]1[CH2:39][NH:38][CH2:37]1.CN1CCCC1>C(O)C>[CH3:34][NH:35][CH:36]1[CH2:39][N:38]([C:20]2[C:21]([Cl:23])=[C:22]3[C:17]([C:16](=[O:26])[C:15]([C:27]([OH:29])=[O:28])=[CH:14][N:13]3[C:11]3[C:10]([CH3:30])=[CH:9][C:8]([F:31])=[C:7]([NH2:6])[N:12]=3)=[CH:18][C:19]=2[F:25])[CH2:37]1 |f:2.3.4|. Procedure: To 90 mg of N,N-dimethylformamide were added 25 mg of 1-(6-amino-5-fluoro-3-methylpyridine-2-yl)-8-chloro-6,7-difluoro-4-oxo-1,4-dihydroquinoline-3-carboxylic acid, 25 mg of 3-(methylamino)azetidine dihydrochloride, and 70 mg of N-methylpyrrolidine, and the mixture was stirred at 85° C. for 45 minutes. After adding 0.2 ml of ethanol, the mixture was allowed to cool, and the precipitate was collected by filtration and washed with ethanol and diisopropylether successively to obtain 20 mg of the ti... Starting materials: CCN=C=NCCCN(C)C, CC#N, Cc1ccc(C(=O)O)cc1Cl, Cl, Cl, C1CCC2=NCCCN2CC1, NCc1cccc2c1C(=O)N(C1CCC(=O)NC1=O)C2=O. Product: Cc1ccc(C(=O)NCc2cccc3c2C(=O)N(C2CCC(=O)NC2=O)C3=O)cc1Cl. Reaction SMILES: [CH3:46][N:47]([CH3:48])[CH2:49][CH2:50][CH2:51][N:52]=[C:53]=[N:54][CH2:55][CH3:56].[CH3:57][C:58]#[N:59].[Cl:34][c:35]1[cH:36][c:37]([C:38](=[O:39])[OH:40])[cH:41][cH:42][c:43]1[CH3:44].[ClH:1].[ClH:45].[N:23]12[CH2:24][CH2:25][CH2:26][N:27]=[C:28]1[CH2:29][CH2:30][CH2:31][CH2:32][CH2:33]2.[NH2:2][CH2:3][c:4]1[c:5]2[c:9]([cH:10][cH:11][cH:12]1)[C:8](=[O:13])[N:7]([CH:14]1[C:15](=[O:21])[NH:16][C:17](=[O:20])[CH2:18][CH2:19]1)[C:6]2=[O:22]>>[NH:2]([CH2:3][c:4]1[c:5]2[c:9]([cH:10][cH:11][cH:12]1)[C:8](=[O:13])[N:7]([CH:14]1[C:15](=[O:21])[NH:16][C:17](=[O:20])[CH2:18][CH2:19]1)[C:6]2=[O:22])[C:38]([c:37]1[cH:36][c:35]([Cl:34])[c:43]([CH3:44])[cH:42][cH:41]1)=[O:39]. The product is CCOC(Cc1ccc(OCc2nc(-c3cccc(Cl)c3)oc2C)cc1OC)C(=O)O. The reactants are CCOC(Cc1ccc(OCc2nc(-c3cccc(Cl)c3)oc2C)cc1OC)C(=O)OC, [Li+], [OH-]. RXN SMILES: [CH3:1][O:2][C:3]([CH:4]([CH2:5][c:6]1[c:7]([O:27][CH3:28])[cH:8][c:9]([O:12][CH2:13][c:14]2[n:15][c:16](-[c:20]3[cH:21][c:22]([Cl:26])[cH:23][cH:24][cH:25]3)[o:17][c:18]2[CH3:19])[cH:10][cH:11]1)[O:29][CH2:30][CH3:31])=[O:32].[Li+:34].[OH-:33]>>[O:2]=[C:3]([CH:4]([CH2:5][c:6]1[c:7]([O:27][CH3:28])[cH:8][c:9]([O:12][CH2:13][c:14]2[n:15][c:16](-[c:20]3[cH:21][c:22]([Cl:26])[cH:23][cH:24][cH:25]3)[o:17][c:18]2[CH3:19])[cH:10][cH:11]1)[O:29][CH2:30][CH3:31])[OH:32].